describe an organic reaction: reactants, conditions, products, and yield From a dataset of the Open Reaction Database (ORD), a public repository of structured organic reaction records. The reactants are N1C=CC2=CC=CC=C12 (indole), C[N+](=C)C.[I-] (Eschenmoser's salt). The solvent is C(C)#N (acetonitrile). Conditions: time 30 minute. Yields the product CN(C)CC1=CNC2=CC=CC=C12 (3-(dimethylaminomethyl)indole). RXN SMILES: [NH:1]1[C:9]2[C:4](=[CH:5][CH:6]=[CH:7][CH:8]=2)[CH:3]=[CH:2]1.[CH3:10][N+:11]([CH3:13])=[CH2:12].[I-]>C(#N)C>[CH3:10][N:11]([CH2:13][C:3]1[C:4]2[C:9](=[CH:8][CH:7]=[CH:6][CH:5]=2)[NH:1][CH:2]=1)[CH3:12] |f:1.2|. Procedure details: To a stirred solution of indole (5.6 g, 47.8 mmol) in acetonitrile (130 ml) is added Eschenmoser's salt (10 g, 54 mmol) under nitrogen atmosphere and the mixture is stirred for 30 min. The mixture is concentrated in vacuo and the residue is diluted with 1M sodium hydroxide solution and extracted with methylene chloride. The organic layer is dried over sodium carbonate and concentrated in vacuo to give 3-(dimethylaminomethyl)indole as a brown oil. To a solution of 3-(dimethylaminomethyl)indole in... Starting materials: Cl[C@@H]1[C@@H]2N(C(=C(CS2)C)C(=O)O)C1=O (7α-chloro-3-methyl-3-cephem-4-carboxylic acid), C1(=CC=CC=C1)C(=[N+]=[N-])C1=CC=CC=C1 (diphenyldiazomethane). The solvent is C(Cl)Cl (methylene chloride), C(Cl)Cl (methylene chloride). Reaction conditions: time 2 hour. Yields the product Cl[C@@H]1[C@@H]2N(C(=C(CS2)C)C(=O)OC(C2=CC=CC=C2)C2=CC=CC=C2)C1=O (benzhydryl 7α-chloro-3-methyl-3-cephem-4-carboxylate). Yield: 45.6%. As a reaction SMILES: [Cl:1][C@H:2]1[C:13](=[O:14])[N:4]2[C:5]([C:10]([OH:12])=[O:11])=[C:6]([CH3:9])[CH2:7][S:8][C@H:3]12.[C:15]1([C:21]([C:24]2[CH:29]=[CH:28][CH:27]=[CH:26][CH:25]=2)=[N+]=[N-])[CH:20]=[CH:19][CH:18]=[CH:17][CH:16]=1>C(Cl)Cl>[Cl:1][C@H:2]1[C:13](=[O:14])[N:4]2[C:5]([C:10]([O:12][CH:21]([C:15]3[CH:20]=[CH:19][CH:18]=[CH:17][CH:16]=3)[C:24]3[CH:29]=[CH:28][CH:27]=[CH:26][CH:25]=3)=[O:11])=[C:6]([CH3:9])[CH2:7][S:8][C@H:3]12. Procedure: The 7α-chloro-3-methyl-3-cephem-4-carboxylic acid (10.0 g, 0.0428 mol) was dissolved in methylene chloride (200 ml), and diphenyldiazomethane (10.8 g, 0.0557 mol) dissolved in methylene chloride (50 ml) was added dropwise over 30 minutes. The mixture was stirred at room temperature for two hours. Solvent was removed under reduced pressure and the product was purified over silica column using hexane-ethyl acetate mixture to yield benzhydryl 7α-chloro-3-methyl-3-cephem-4-carboxylate (7.8 g, 45.6%)... Reactants: B(Br)(Br)Br (BBr3), FC1=C(C=C(C=C1)F)C=1CCN(C(C1)C1=CC(=CC=C1)OC)C(=O)OCC1=CC=CC=C1 (Benzyl 4-(2,5-difluorophenyl)-6-(3-methoxyphenyl)-3,6-dihydropyridine-1(2H)-carboxylate). Run in ClCCl (dichloromethane), ClCCl (dichloromethane). Reaction conditions: temperature 0 celsius. Yields the product FC1=C(C=C(C=C1)F)C=1CCNC(C1)C1=CC(=CC=C1)OC (4-(2,5-Difluorophenyl)-6-(3-methoxyphenyl)-1,2,3,6-tetrahydropyridine). As a reaction SMILES: [F:1][C:2]1[CH:7]=[CH:6][C:5]([F:8])=[CH:4][C:3]=1[C:9]1[CH2:10][CH2:11][N:12](C(OCC2C=CC=CC=2)=O)[CH:13]([C:15]2[CH:20]=[CH:19][CH:18]=[C:17]([O:21][CH3:22])[CH:16]=2)[CH:14]=1.B(Br)(Br)Br>ClCCl>[F:1][C:2]1[CH:7]=[CH:6][C:5]([F:8])=[CH:4][C:3]=1[C:9]1[CH2:10][CH2:11][NH:12][CH:13]([C:15]2[CH:20]=[CH:19][CH:18]=[C:17]([O:21][CH3:22])[CH:16]=2)[CH:14]=1. Reported procedure: To a flask equipped with stir bar was added benzyl 4-(2,5-difluorophenyl)-6-(3-methoxyphenyl)-3,6-dihydropyridine-1(2H)-carboxylate (1-4, 0.51 g, 1.17 mmol) and dichloromethane (20 mL). The resulting solution was cooled to 0° C. and treated with BBr3 (0.15 mL, 1.17 mmol). The reaction was stirred at 0° C. for 4 h, then warmed to 23° C. Upon completion, the reaction was diluted with dichloromethane (100 mL) and washed with water (3×100 mL). The organics were dried over sodium sulfate, filtered, a... Starting materials: C([O-])([O-])=O.[K+].[K+] (potassium carbonate), CNCCCO (3-methylaminopropanol), BrCCCBr (1,3-dibromopropane). The solvent is C(C)O (ethanol). The product is CN(CCCN(CCCO)C)CCCO (N,N'-dimethyl-N,N'-bis(3-hydroxypropyl)-1,3-diaminopropane). The yield is 55.5%. Reaction SMILES: [C:1](=[O:4])([O-])[O-].[K+].[K+].[CH3:7][NH:8][CH2:9][CH2:10][CH2:11][OH:12].Br[CH2:14][CH2:15][CH2:16]Br>C(O)C>[CH3:7][N:8]([CH2:9][CH2:10][CH2:1][OH:4])[CH2:14][CH2:15][CH2:16][N:8]([CH3:7])[CH2:9][CH2:10][CH2:11][OH:12] |f:0.1.2|. Reported procedure: 15 g of anhydrous potassium carbonate are added to a solution of 9 g of 3-methylaminopropanol and 10 g of 1,3-dibromopropane in 100 ml of ethanol, and the reaction mixture is stirred and refluxed for 24 hours. The mixture is allowed to cool, filtered, the filtrate is evaporated, and the residue is distilled. 6 g of N,N'-dimethyl-N,N'-bis(3-hydroxypropyl)-1,3-diaminopropane are obtained; b.p.: 150°-154° C/2 mmHg, nD20 = 1.4793. The reactants are FC1(C[C@@H](N(C1)C(=O)OC(C)(C)C)C1=C(C=CC(=C1)F)C(NC(C)C)=O)F ((R)-tert-butyl 4,4-difluoro-2-(5-fluoro-2-(isopropylcarbamoyl)phenyl)pyrrolidine-1-carboxylate), C(=O)(C(F)(F)F)O (TFA). Run in C(Cl)Cl (DCM). Reaction conditions: time 2 hour. Yields the product FC1(C[C@@H](NC1)C1=C(C(=O)NC(C)C)C=CC(=C1)F)F ((R)-2-(4,4-difluoropyrrolidin-2-yl)-4-fluoro-N-isopropylbenzamide). Reaction SMILES: [F:1][C:2]1([F:27])[CH2:6][N:5](C(OC(C)(C)C)=O)[C@@H:4]([C:14]2[CH:19]=[C:18]([F:20])[CH:17]=[CH:16][C:15]=2[C:21](=[O:26])[NH:22][CH:23]([CH3:25])[CH3:24])[CH2:3]1.C(O)(C(F)(F)F)=O>C(Cl)Cl>[F:27][C:2]1([F:1])[CH2:6][NH:5][C@@H:4]([C:14]2[CH:19]=[C:18]([F:20])[CH:17]=[CH:16][C:15]=2[C:21]([NH:22][CH:23]([CH3:25])[CH3:24])=[O:26])[CH2:3]1. Procedure: To a solution of (R)-tert-butyl 4,4-difluoro-2-(5-fluoro-2-(isopropylcarbamoyl)phenyl)pyrrolidine-1-carboxylate (I-50) (203 mg, 0.525 mmol) in DCM (0.4 mL) was added TFA (1 mL). After stirring for 2 hours the mixture was concentrated to dryness, diluted with DCM, washed with saturated aqueous NaHCO3 and brine, dried over sodium sulfate and concentrated to dryness to give (R)-2-(4,4-difluoropyrrolidin-2-yl)-4-fluoro-N-isopropylbenzamide (I-51) as a pale brown solid. MS m/z 287.1 (M+H)+. 1-51 was ... Starting materials: ClC(Cl)Cl, CS(=O)(=O)Nc1ccc([N+](=O)[O-])cc1S(=O)C1CCCCC1, O=C(OO)c1cccc(Cl)c1, [Na+], [OH-], O. The product is CS(=O)(=O)Nc1ccc([N+](=O)[O-])cc1S(=O)(=O)C1CCCCC1. RXN SMILES: [CH:1]([Cl:2])([Cl:3])[Cl:4].[CH:5]1([S:11](=[O:12])[c:13]2[c:14]([NH:22][S:23](=[O:24])(=[O:25])[CH3:26])[cH:15][cH:16][c:17]([N+:19](=[O:20])[O-:21])[cH:18]2)[CH2:6][CH2:7][CH2:8][CH2:9][CH2:10]1.[Cl:27][c:28]1[cH:29][cH:30][cH:31][c:32]([C:33]([O:34][OH:36])=[O:35])[cH:37]1.[Na+:39].[OH-:38].[OH2:40]>>[CH:5]1([S:11](=[O:12])([c:13]2[c:14]([NH:22][S:23](=[O:24])(=[O:25])[CH3:26])[cH:15][cH:16][c:17]([N+:19](=[O:20])[O-:21])[cH:18]2)=[O:35])[CH2:6][CH2:7][CH2:8][CH2:9][CH2:10]1. Reported procedure: To a slurry of 5-bromo-7-nitro-1H-indole-2,3-dione (5.5 g, 20.3 mmol) in aqueous 5N NaOH solution (23.2 mL) was added an aq. solution of 33% hydrogen peroxide solution (4.96 mL) slowly at 0° C. After completion of the addition, the reaction mixture was stirred at room temperature for 4 h. After completion of the reaction, the reaction mixture was acidified with 2N HCl and the solid the resulting precipitate was filtered, washed with water (2-3 times) and dried under vacuum to obtain the title co... Yields the product NC1=C(C(=O)O)C=C(C=C1[N+](=O)[O-])Br (2-Amino-5-bromo-3-nitro-benzoic acid). Run in [OH-].[Na+] (NaOH). Reaction conditions: time 4 hour. Reactants: BrC=1C=C2C(C(NC2=C(C1)[N+](=O)[O-])=O)=O (5-bromo-7-nitro-1H-indole-2,3-dione), OO (hydrogen peroxide), Cl (HCl). RXN SMILES: [Br:1][C:2]1[CH:3]=[C:4]2[C:8](=[C:9]([N+:11]([O-:13])=[O:12])[CH:10]=1)[NH:7]C(=O)[C:5]2=[O:15].[OH:16]O.Cl>[OH-].[Na+]>[NH2:7][C:8]1[C:9]([N+:11]([O-:13])=[O:12])=[CH:10][C:2]([Br:1])=[CH:3][C:4]=1[C:5]([OH:15])=[O:16] |f:3.4|. Yield: 94.5%.